This data is from the Open Reaction Database (ORD), a public repository of structured organic reaction records. The task is: describe an organic reaction: reactants, conditions, products, and yield Starting materials: ClN1C(CCC1=O)=O (N-Chlorosuccinimide), C=1C=CC2=C(C1)C3=C4C(=CC=N3)C=CN=C4C2=O (sampan-gine). Run in CN(C)C=O (DMF). Run at temperature 100 celsius, time 24 hour. The product is C1=CC=C2C(=C1)C3=NC=CC4=C3C(=NC=C4Cl)C2=O (4-chlorosampangine). Isolated yield 53.2%. RXN SMILES: [Cl:1]N1C(=O)CCC1=O.[CH:9]1[CH:10]=[CH:11][C:12]2[C:25](=[O:26])[C:24]3[C:16]4[C:17]([CH:21]=[CH:22][N:23]=3)=[CH:18][CH:19]=[N:20][C:15]=4[C:13]=2[CH:14]=1>CN(C=O)C>[CH:9]1[CH:14]=[C:13]2[C:15]3[C:16]4[C:24]([C:25](=[O:26])[C:12]2=[CH:11][CH:10]=1)=[N:23][CH:22]=[C:21]([Cl:1])[C:17]=4[CH:18]=[CH:19][N:20]=3. Procedure: N-Chlorosuccinimide (200 mg, 1.5 mmol) was added to a suspension of sampan-gine (232 mg, 1.0 mmol) in DMF (10 mL) and the mixture stirred at 100° C. for 24 h. The reaction was then poured onto H2O (100 mL) and the solids isolated by filtration. The crude product was purified by column chromatography eluting with CHCl3 /EtOAc (9:1) to give 4-chlorosampangine (21) (142 mg, 53%). Crystallization from EtOAc provided an analytical sample: mp 262°-263° C.; IR (KBr) 1670, 1590, 1410, 1315, 1278, 1240, ... Starting materials: C(CCC)C=1N(C(=C(N1)Cl)C=O)CC1=CC=C(C=C1)C(C(=O)OC(C)(C)C)C1CCCC1 (Tert-butyl 2-[4-(2-butyl-4-chloro-5-formyl-imidazol-1-yl-methyl)phenyl]-2-cyclopentyl-acetate), FC(C(=O)O)(F)F (trifluoroacetic acid). Run in ClCCl (dichloromethane). The product is C(CCC)C=1N(C(=C(N1)Cl)C=O)CC1=CC=C(C=C1)C(C(=O)O)C1CCCC1 (2-[4-(2-butyl-4-chloro-5-formyl-imidazol-1-yl-methyl)-phenyl]-2-cyclopentyl-acetic acid). As a reaction SMILES: [CH2:1]([C:5]1[N:6]([CH2:13][C:14]2[CH:19]=[CH:18][C:17]([CH:20]([CH:28]3[CH2:32][CH2:31][CH2:30][CH2:29]3)[C:21]([O:23]C(C)(C)C)=[O:22])=[CH:16][CH:15]=2)[C:7]([CH:11]=[O:12])=[C:8]([Cl:10])[N:9]=1)[CH2:2][CH2:3][CH3:4].FC(F)(F)C(O)=O>ClCCl>[CH2:1]([C:5]1[N:6]([CH2:13][C:14]2[CH:15]=[CH:16][C:17]([CH:20]([CH:28]3[CH2:29][CH2:30][CH2:31][CH2:32]3)[C:21]([OH:23])=[O:22])=[CH:18][CH:19]=2)[C:7]([CH:11]=[O:12])=[C:8]([Cl:10])[N:9]=1)[CH2:2][CH2:3][CH3:4]. Procedure: 2.3 g (5 mmol) of the compound of Example IV are stirred in 5 ml of dichloromethane and 5 ml of trifluoroacetic acid for 5 hours at 25° C. After concentration, the crude product is chromatographed over silica gel 60 using dichloromethane/methanol (100:5). Yield: 1.8 g (87.6% of theory) Starting materials: C(CCC)[Li] (butyllithium), C(#C)C=1N=CN2C1CN(C(C1=C2C=CC(=C1)F)=O)C (3-ethynyl-8-fluoro-4,5-dihydro-5-methyl-6H-imidazo[1,5-a][1,4]benzodiazepin-6-one), CC(=O)C (acetone), CN(P(N(C)C)(N(C)C)=O)C (hexamethylphosphoric acid triamide). Solvent: CCCCCC (hexane), O (water), O1CCCC1 (tetrahydrofuran). Run at time 2 hour. Yields the product FC=1C=CC2=C(C(N(CC=3N2C=NC3C#CC(C)(C)O)C)=O)C1 (8-fluoro-4,5-dihydro-3-(3-hydroxy-3-methyl-1-butynyl)-5-methyl-6H-imidazo[1,5-a][1,4]benzodiazepin-6-one). RXN SMILES: [C:1]([C:3]1[N:4]=[CH:5][N:6]2[C:12]3[CH:13]=[CH:14][C:15]([F:17])=[CH:16][C:11]=3[C:10](=[O:18])[N:9]([CH3:19])[CH2:8][C:7]=12)#[CH:2].C([Li])CCC.CN(C)P(=O)(N(C)C)N(C)C.[CH3:36][C:37]([CH3:39])=[O:38]>O1CCCC1.CCCCCC.O>[F:17][C:15]1[CH:14]=[CH:13][C:12]2[N:6]3[CH:5]=[N:4][C:3]([C:1]#[C:2][C:37]([OH:38])([CH3:39])[CH3:36])=[C:7]3[CH2:8][N:9]([CH3:19])[C:10](=[O:18])[C:11]=2[CH:16]=1. Reported procedure: 1.27 g (5 mmol) of 3-ethynyl-8-fluoro-4,5-dihydro-5-methyl-6H-imidazo[1,5-a][1,4]benzodiazepin-6-one was suspended in 10 ml of tetrahydrofuran and treated dropwise within 20 minutes at a maximum of -5° with 6.4 ml (10 mmol) of 1.6M butyllithium in hexane. After stirring in an ice-bath for 2 hours the mixture was cooled to -70° and there was added thereto in succession 1.7 ml of hexamethylphosphoric acid triamide and 0.6 g (10 mmol) of acetone. The mixture was left to come to room temperature wit... Reactants: Cl (HCl), C1(CC1)C1=NN(C(=C1)C1CC1)C1=CC=C(C=C1)NC(CC1=NC=CC=C1)=O (N-[4-(3,5-dicyclopropyl-1H-pyrazol-1-yl)phenyl]-2-(pyridin-2-yl)acetamide), N1=C(C=CC=C1)CC(=O)O (2-pyridylacetic acid), intermediate 27. Run in C(C)OCC (diethyl ether), C1CCOC1 (THF). Conditions: time 15 minute. Yields the product Cl.C1(CC1)C1=NN(C(=C1)C1CC1)C1=CC=C(C=C1)NC(CC1=NC=CC=C1)=O (N-[4-(3,5-dicyclopropyl-1H-pyrazol-1-yl)phenyl]-2-(pyridin-2-yl)acetamide hydrochloride). As a reaction SMILES: [CH:1]1([C:4]2[CH:8]=[C:7]([CH:9]3[CH2:11][CH2:10]3)[N:6]([C:12]3[CH:17]=[CH:16][C:15]([NH:18][C:19](=[O:27])[CH2:20][C:21]4[CH:26]=[CH:25][CH:24]=[CH:23][N:22]=4)=[CH:14][CH:13]=3)[N:5]=2)[CH2:3][CH2:2]1.N1C=CC=CC=1CC(O)=O.[ClH:38]>C1COCC1.C(OCC)C>[ClH:38].[CH:1]1([C:4]2[CH:8]=[C:7]([CH:9]3[CH2:10][CH2:11]3)[N:6]([C:12]3[CH:17]=[CH:16][C:15]([NH:18][C:19](=[O:27])[CH2:20][C:21]4[CH:26]=[CH:25][CH:24]=[CH:23][N:22]=4)=[CH:14][CH:13]=3)[N:5]=2)[CH2:3][CH2:2]1 |f:5.6|. Reported procedure: Following the general procedure-1, N-[4-(3,5-dicyclopropyl-1H-pyrazol-1-yl)phenyl]-2-(pyridin-2-yl)acetamide (85 mg) was prepared from 2-pyridylacetic acid (139 mg, 0.8 mmol) and intermediate 27 (120 mg, 0.5 mmol) as a pale yellow solid and dissolved in THF. Saturated HCl in diethyl ether was added to this solution at 0° C. and stirred for 15 min. Solid that separated out was filtered and dried to give the title compound (75 mg) as a pale yellow solid. M.P. 157-162° C. 1H-NMR (δ ppm, DMSO-d6, 40... The reactants are C(C)(C)(C)C=1C=CC2=C(N=C(S2)S)C1 (5-tert-butyl-1,3-benzothiazole-2-thiol). The reagents and catalysts are [Fe] (iron). Run in C(C)(=O)O (acetic acid). The product is C(C)(C)(C)C=1C=CC2=C(N=CS2)C1 (5-tert-butylbenzo[d]thiazole). Reaction SMILES: [C:1]([C:5]1[CH:6]=[CH:7][C:8]2[S:12][C:11](S)=[N:10][C:9]=2[CH:14]=1)([CH3:4])([CH3:3])[CH3:2]>C(O)(=O)C.[Fe]>[C:1]([C:5]1[CH:6]=[CH:7][C:8]2[S:12][CH:11]=[N:10][C:9]=2[CH:14]=1)([CH3:4])([CH3:2])[CH3:3]. Reported procedure: Following the same procedure as in step 2 of Example 337 using 5-tert-butyl-1,3-benzothiazole-2-thiol (1.2 g, 5.36 mmol, 1.00 equiv), and iron powder (3.0 g, 53.57 mmol, 10.00 equiv) in acetic acid (60 mL). 1.12 g (crude) of the title compound was obtained as a yellow liquid, which was used directly for next step without further purification. 1H-NMR (400 MHz, DMSO-d6): δ ppm δ 1.459(s, 9H), 7.544(dd, J=1.6 Hz, J=8.8 Hz, 1H), 7.897(d, J=8.8 Hz, 1H), 8.187(d, J=1.6 Hz, 1H), 9.00(s, 1H). Reaction SMILES: [CH3:18][O:19][CH2:20][CH2:21][O:22][c:23]1[n:24][c:25]([C:34]([F:35])([F:36])[F:37])[cH:26][cH:27][c:28]1[CH:29]=[CH:30][C:31](=[O:32])[OH:33].[ClH:17].[NH2:1][CH2:2][c:3]1[cH:4][c:5]([C:15]#[CH:16])[c:6]([NH:10][S:11](=[O:12])(=[O:13])[CH3:14])[c:7]([F:9])[cH:8]1>>[NH:1]([CH2:2][c:3]1[cH:4][c:5]([C:15]#[CH:16])[c:6]([NH:10][S:11](=[O:12])(=[O:13])[CH3:14])[c:7]([F:9])[cH:8]1)[C:31]([CH:30]=[CH:29][c:28]1[c:23]([O:22][CH2:21][CH2:20][O:19][CH3:18])[n:24][c:25]([C:34]([F:35])([F:36])[F:37])[cH:26][cH:27]1)=[O:32]. The reactants are COCCOc1nc(C(F)(F)F)ccc1C=CC(=O)O, Cl, C#Cc1cc(CN)cc(F)c1NS(C)(=O)=O. The product is C#Cc1cc(CNC(=O)C=Cc2ccc(C(F)(F)F)nc2OCCOC)cc(F)c1NS(C)(=O)=O.